From a dataset of the Open Reaction Database (ORD), a public repository of structured organic reaction records. describe an organic reaction: reactants, conditions, products, and yield The reactants are C([O-])([O-])=O.[K+].[K+] (potassium carbonate), [I-].[K+] (potassium iodide), OC=1C(=C(C(=O)OC)C=CC1[N+](=O)[O-])C (Methyl 3-hydroxy-2-methyl-4-nitrobenzoate), COCCCl (2-chloroethyl methyl ether). Isolated yield 106.3%. The solvent is CN(C)C=O (DMF), C(C)(=O)OCC (ethyl acetate). RXN SMILES: [OH:1][C:2]1[C:3]([CH3:15])=[C:4]([CH:9]=[CH:10][C:11]=1[N+:12]([O-:14])=[O:13])[C:5]([O:7][CH3:8])=[O:6].[CH3:16][O:17][CH2:18][CH2:19]Cl.C(=O)([O-])[O-].[K+].[K+].[I-].[K+]>CN(C=O)C.C(OCC)(=O)C>[CH3:16][O:17][CH2:18][CH2:19][O:1][C:2]1[C:3]([CH3:15])=[C:4]([CH:9]=[CH:10][C:11]=1[N+:12]([O-:14])=[O:13])[C:5]([O:7][CH3:8])=[O:6] |f:2.3.4,5.6|. Run at temperature 90 celsius, time 20 hour. Product: COCCOC=1C(=C(C(=O)OC)C=CC1[N+](=O)[O-])C (methyl 3-(2-methoxyethoxy)-2-methyl-4-nitrobenzoate). Reported procedure: Methyl 3-hydroxy-2-methyl-4-nitrobenzoate (1.55 g) and 2-chloroethyl methyl ether (1.8 g) were dissolved in anhydrous DMF (20 mL), and potassium carbonate (1.25 g) and potassium iodide (300 mg) were added, followed by stirring at 90° C. for 20 hours. To the reaction mixture, ethyl acetate (200 mL) was added, followed by washing twice with saturated brine. The organic layer was dried over anhydrous sodium sulfate and then concentrated under reduced pressure to obtain methyl 3-(2-methoxyethoxy)-2-... Starting materials: C1(CC1)N1C=C(C(C2=CC(=C(C(=C12)F)F)F)=O)C(=O)O (1-cyclopropyl-6,7,8-trifluoro-1,4-dihydro-4- oxoquinoline-3-carboxylic acid), FC=1C=C2CNCC2=CC1 (5- fluoroisoindoline). Run in CN(C)C=O (DMF). Yields the product FC=1C=C2CN(CC2=CC1)C1=C(C=C2C(C(=CN(C2=C1F)C1CC1)C(=O)O)=O)F (7-(5-fluoro-2-isoindolinyl)-1-cyclopropyl-6,8-difluoro-1,4- dihydro-4-oxoquinoline-3-carboxylic acid). The yield is 45.4%. As a reaction SMILES: [CH:1]1([N:4]2[C:13]3[C:8](=[CH:9][C:10]([F:16])=[C:11](F)[C:12]=3[F:14])[C:7](=[O:17])[C:6]([C:18]([OH:20])=[O:19])=[CH:5]2)[CH2:3][CH2:2]1.[F:21][C:22]1[CH:23]=[C:24]2[C:28](=[CH:29][CH:30]=1)[CH2:27][NH:26][CH2:25]2>CN(C=O)C>[F:21][C:22]1[CH:23]=[C:24]2[C:28](=[CH:29][CH:30]=1)[CH2:27][N:26]([C:11]1[C:12]([F:14])=[C:13]3[C:8]([C:7](=[O:17])[C:6]([C:18]([OH:20])=[O:19])=[CH:5][N:4]3[CH:1]3[CH2:2][CH2:3]3)=[CH:9][C:10]=1[F:16])[CH2:25]2. Procedure: 170 mg of 1-cyclopropyl-6,7,8-trifluoro-1,4-dihydro-4- oxoquinoline-3-carboxylic acid, 247 mg of 5- fluoroisoindoline, and 1.5 ml of anhydrous DMF were processed in the same manner as in Example 20 to produce 109 mg of the target compound. Starting materials: [OH-].[Na+] (sodium hydroxide), FC=1C=C(C=CC1)O (3-fluorophenol), BrCCC(=O)O (3-bromopropionic acid), Cl (HCl). Run in O (water), O (Water). Product: FC=1C=C(OCCC(=O)O)C=CC1 (3-(3-fluorophenoxy) propionic acid). As a reaction SMILES: [OH-].[Na+].[F:3][C:4]1[CH:5]=[C:6]([OH:10])[CH:7]=[CH:8][CH:9]=1.Br[CH2:12][CH2:13][C:14]([OH:16])=[O:15].Cl>O>[F:3][C:4]1[CH:5]=[C:6]([CH:7]=[CH:8][CH:9]=1)[O:10][CH2:12][CH2:13][C:14]([OH:16])=[O:15] |f:0.1|. Procedure details: A solution of sodium hydroxide (6.7 gm, 167 mmol) in water (20 mL) was added slowly to a neat mixture of 3-fluorophenol (8.9 gm, 79.5 mmol) and 3-bromopropionic acid (12.26 gm,80 mmol) as the reaction became exothermic. The mixture was refluxed gently for two hours and then allowed to cool and become semi-solid. Water was added to dissolve the semi-solid and then was acidified with concentrated HCl. The product was extracted into diethyl ether and the ethereal extract was dried over anhydrous ma... As a reaction SMILES: [C:1]([O:5][C:6]([N:8]1[CH2:12][C:11]([F:14])([F:13])[CH2:10][CH:9]1[CH2:15][OH:16])=[O:7])([CH3:4])([CH3:3])[CH3:2].CS(C)=O.N1C=CC=CC=1>C(Cl)Cl>[C:1]([O:5][C:6]([N:8]1[CH2:12][C:11]([F:13])([F:14])[CH2:10][CH:9]1[CH:15]=[O:16])=[O:7])([CH3:4])([CH3:3])[CH3:2]. Yield: 66.9%. Starting materials: C(C)(C)(C)OC(=O)N1C(CC(C1)(F)F)CO (1-(tert-butoxycarbonyl)-4,4-difluoro-2-pyrrolidinylmethanol), CS(=O)C (DMSO), N1=CC=CC=C1 (pyridine). Run at time 3 hour. Procedure: To a stirred mixture of 1-(tert-butoxycarbonyl)-4,4-difluoro-2-pyrrolidinylmethanol (2.11 g, 8.89 mmol), Et3 N (6.2 ml, 44.5 mmol), DMSO (6.3 ml, 88.9 mmol) in CH2Cl2 (20 ml) was added SO3 pyridine (4.25 g, 26.7 mmol). After 3 h stirring, the mixture was concentrated in vacuo and diluted with Et2O (200 ml). The resulting mixture was washed with 1 N HCl (100 ml) and brine (100 ml), dried over MgSO4, and concentrated in vacuo. The residue was chromatographed on silica gel with hexane-EtOAc (4:1) a... The product is C(C)(C)(C)OC(=O)N1C(CC(C1)(F)F)C=O (1-(tert-butoxycarbonyl)-4,4-difluoro-2-pyrrolidinecarbaldehyde). The solvent is C(Cl)Cl (CH2Cl2). The reactants are COC(=O)c1cc(N)ccn1, [K+], O=[N+]([O-])[O-], O=S(=O)(O)O. Yields the product COC(=O)c1cc(N)c([N+](=O)[O-])cn1. Reaction SMILES: [CH3:1][O:2][C:3]([c:4]1[n:5][cH:6][cH:7][c:8]([NH2:10])[cH:9]1)=[O:11].[K+:17].[O-:18][N+:19]([O-:20])=[O:21].[S:12](=[O:13])(=[O:14])([OH:15])[OH:16]>>[CH3:1][O:2][C:3]([c:4]1[n:5][cH:6][c:7]([N+:19](=[O:18])[O-:20])[c:8]([NH2:10])[cH:9]1)=[O:11]. The reactants are O=C1CCC(=O)N1Br, CN(C)S(=O)(=O)c1ccc(F)cc1, O=S(=O)(O)O. Product: CN(C)S(=O)(=O)c1ccc(F)c(Br)c1. Reaction SMILES: [Br:19][N:20]1[C:21](=[O:22])[CH2:23][CH2:24][C:25]1=[O:26].[F:1][c:2]1[cH:3][cH:4][c:5]([S:8](=[O:9])(=[O:10])[N:11]([CH3:12])[CH3:13])[cH:6][cH:7]1.[S:14](=[O:15])(=[O:16])([OH:17])[OH:18]>>[F:1][c:2]1[cH:3][cH:4][c:5]([S:8](=[O:9])(=[O:10])[N:11]([CH3:12])[CH3:13])[cH:6][c:7]1[Br:19]. Reaction SMILES: [Br:1][c:2]1[cH:3][c:4]2[cH:5][c:6]3[n:7]([c:8]2[cH:9][cH:10]1)[CH2:11][CH2:12][C:13]3=[O:14].[C:15]([CH3:16])([CH3:17])([CH3:18])[O:19][C:20](=[O:21])[CH:22]=[P:23]([c:24]1[cH:25][cH:26][cH:27][cH:28][cH:29]1)([c:30]1[cH:31][cH:32][cH:33][cH:34][cH:35]1)[c:36]1[cH:37][cH:38][cH:39][cH:40][cH:41]1.[CH2:42]1[O:43][CH2:44][CH2:45][CH2:46]1>>[Br:1][c:2]1[cH:3][c:4]2[cH:5][c:6]3[n:7]([c:8]2[cH:9][cH:10]1)[CH2:11][CH2:12][C:13]3=[CH:22][C:20]([O:19][C:15]([CH3:16])([CH3:17])[CH3:18])=[O:21]. Yields the product CC(C)(C)OC(=O)C=C1CCn2c1cc1cc(Br)ccc12. The reactants are O=C1CCn2c1cc1cc(Br)ccc12, CC(C)(C)OC(=O)C=P(c1ccccc1)(c1ccccc1)c1ccccc1, C1CCOC1. Reactants: C1COCCO1, [K+], CCOC(=O)c1ccc2nc(SC)nc(-c3cccc(OC)c3)c2c1N, [OH-], O. Product: COc1cccc(-c2nc(SC)nc3ccc(C(=O)O)c(N)c23)c1. As a reaction SMILES: [CH2:29]1[O:30][CH2:31][CH2:32][O:33][CH2:34]1.[K+:28].[NH2:1][c:2]1[c:3]2[c:4](-[c:19]3[cH:20][c:21]([O:25][CH3:26])[cH:22][cH:23][cH:24]3)[n:5][c:6]([S:17][CH3:18])[n:7][c:8]2[cH:9][cH:10][c:11]1[C:12](=[O:13])[O:14][CH2:15][CH3:16].[OH-:27].[OH2:35]>>[NH2:1][c:2]1[c:3]2[c:4](-[c:19]3[cH:20][c:21]([O:25][CH3:26])[cH:22][cH:23][cH:24]3)[n:5][c:6]([S:17][CH3:18])[n:7][c:8]2[cH:9][cH:10][c:11]1[C:12](=[O:13])[OH:14]. The reactants are COC(=O)c1cccc(CBr)c1, CN(C)C(=N)N(C)C, CC(C)(O)C#N, CC#N. Product: COC(=O)c1cccc(CC#N)c1. RXN SMILES: [Br:9][CH2:10][c:11]1[cH:12][c:13]([C:14](=[O:15])[O:16][CH3:17])[cH:18][cH:19][cH:20]1.[CH3:1][N:2]([C:3]([N:4]([CH3:5])[CH3:6])=[NH:7])[CH3:8].[CH3:21][C:22]([CH3:23])([OH:24])[C:25]#[N:26].[CH3:27][C:28]#[N:29]>>[N:2]#[C:8][CH2:10][c:11]1[cH:12][c:13]([C:14](=[O:15])[O:16][CH3:17])[cH:18][cH:19][cH:20]1.